Task: describe an organic reaction: reactants, conditions, products, and yield. Dataset: the Open Reaction Database (ORD), a public repository of structured organic reaction records The reactants are [H][H] (hydrogen), [H][H] (hydrogen), C(C1=CC=CC=C1)NCC1=CC=CC=C1 (dibenzylamine), C(C1=CC=CC=C1)=O (benzaldehyde), N (NH3), C(C1=CC=CC=C1)=O (benzaldehyde). The reagents and catalysts are [Pd] (palladium/carbon). The solvent is CO (CH3OH). Reaction conditions: temperature 110 celsius. Product: C(C1=CC=CC=C1)O (benzylalcohol), C(C1=CC=CC=C1)N(CC1=CC=CC=C1)CC1=CC=CC=C1 (tribenzylamine). Isolated yield 1.8%. Reaction SMILES: [CH:1](=[O:8])[C:2]1[CH:7]=[CH:6][CH:5]=[CH:4][CH:3]=1.N.[H][H].[CH2:12]([NH:19][CH2:20][C:21]1[CH:26]=[CH:25][CH:24]=[CH:23][CH:22]=1)[C:13]1[CH:18]=[CH:17][CH:16]=[CH:15][CH:14]=1>[Pd].CO>[CH2:1]([OH:8])[C:2]1[CH:7]=[CH:6][CH:5]=[CH:4][CH:3]=1.[CH2:1]([N:19]([CH2:12][C:13]1[CH:18]=[CH:17][CH:16]=[CH:15][CH:14]=1)[CH2:20][C:21]1[CH:26]=[CH:25][CH:24]=[CH:23][CH:22]=1)[C:2]1[CH:7]=[CH:6][CH:5]=[CH:4][CH:3]=1. Procedure details: Into an inertised reactor with a capacity of 150 ml provided with a turbine agitator were successively introduced 41.9 g benzaldehyde (395.3 mmol), 20.1 g CH3OH, 0.08 g 5% palladium/carbon (Degussa; E10 R/W 50% H2O w/w) and 3.8g NH3 (223.5 mmol). The reactor was then pressurized to 70 bar with hydrogen. Next, the temperature was raised to 110° C. and the pressure in the reactor increased to 85 bar with hydrogen. After approximately 15 minutes no further hydrogen was absorbed. The reactor content... Starting materials: [O-][n+]1cccc(Cl)c1, O, O=[N+]([O-])O, O=S(=O)(O)O. Product: O=[N+]([O-])c1cc[n+]([O-])cc1Cl. As a reaction SMILES: [Cl:1][c:2]1[cH:3][n+:4]([O-:8])[cH:5][cH:6][cH:7]1.[OH2:13].[OH:9][N+:10]([O-:11])=[O:12].[S:14](=[O:15])(=[O:16])([OH:17])[OH:18]>>[Cl:1][c:2]1[cH:3][n+:4]([O-:8])[cH:5][cH:6][c:7]1[N+:10](=[O:9])[O-:11]. The reactants are CCOC(=O)c1cc2cc(NC(=O)OCc3ccccc3)ccc2[nH]1, C1COCCO1, Cl, [K+], [OH-], O. Product: O=C(Nc1ccc2[nH]c(C(=O)O)cc2c1)OCc1ccccc1. RXN SMILES: [CH2:1]([c:2]1[cH:3][cH:4][cH:5][cH:6][cH:7]1)[O:8][C:9](=[O:10])[NH:11][c:12]1[cH:13][c:14]2[cH:15][c:16]([C:21](=[O:22])[O:23][CH2:24][CH3:25])[nH:17][c:18]2[cH:19][cH:20]1.[CH2:29]1[O:30][CH2:31][CH2:32][O:33][CH2:34]1.[ClH:28].[K+:27].[OH-:26].[OH2:35]>>[CH2:1]([c:2]1[cH:3][cH:4][cH:5][cH:6][cH:7]1)[O:8][C:9](=[O:10])[NH:11][c:12]1[cH:13][c:14]2[cH:15][c:16]([C:21](=[O:22])[OH:23])[nH:17][c:18]2[cH:19][cH:20]1. Starting materials: C(C)(C)(C)OOC(C)(C)C (Di-tert-butyl peroxide), [Se](=O)=O (selenium dioxide), C(C)(C)(C)[C@@H]1CC[C@H](CC1)OC=1C=C2C=CC(=NC2=CC1)C (6-(trans-4-tert-Butyl-cyclohexyloxy)-2-methylquinoline). Run in C(Cl)(Cl)Cl (chloroform), O1CCOCC1 (1,4-dioxane), O1CCOCC1 (1,4-Dioxane). Conditions: temperature 50 celsius, time 30 minute. The product is C(C)(C)(C)[C@@H]1CC[C@H](CC1)OC=1C=C2C=CC(=NC2=CC1)C=O (6-(trans-4-tert-Butylcyclohexyloxy)quinoline-2-carbaldehyde). Isolated yield 20.0%. Reaction SMILES: C([O:5]OC(C)(C)C)(C)(C)C.[Se](=O)=O.[C:14]([C@H:18]1[CH2:23][CH2:22][C@H:21]([O:24][C:25]2[CH:26]=[C:27]3[C:32](=[CH:33][CH:34]=2)[N:31]=[C:30]([CH3:35])[CH:29]=[CH:28]3)[CH2:20][CH2:19]1)([CH3:17])([CH3:16])[CH3:15]>O1CCOCC1.C(Cl)(Cl)Cl>[C:14]([C@H:18]1[CH2:23][CH2:22][C@H:21]([O:24][C:25]2[CH:26]=[C:27]3[C:32](=[CH:33][CH:34]=2)[N:31]=[C:30]([CH:35]=[O:5])[CH:29]=[CH:28]3)[CH2:20][CH2:19]1)([CH3:17])([CH3:16])[CH3:15]. Procedure: Di-tert-butyl peroxide (1.93 mL, 10.5 mmol) was added to a suspension of selenium dioxide (2.68 g, 24.1 mmol) in 1,4-dioxane (24.00 mL, 307.5 mmol). The mixture was stirred for 30 minutes, then 6-(trans-4-tert-Butyl-cyclohexyloxy)-2-methylquinoline (3.12 g, 10.5 mmol) was added as a solution in 1,4-Dioxane and the mixture was heated overnight at 50° C. The reaction mixture was then cooled to room temperature, diluted in chloroform and filtered through a pad of celite. The filtrate was washed wit... The reactants are ClC1=CC=C(C=C1)C1=CC=C(C=C1)/C=C/C(=O)NC1=CC=C(C=C1)CN1CCCCC1 ((E)-3-(4′-chloro-biphenyl-4-yl)-N-(4-piperidin-1-ylmethyl-phenyl)-acrylamide). Reagents/catalysts: [Ni] (Raney nickel). The solvent is CCOC(=O)C (EtOAc). Product: ClC1=CC=C(C=C1)C1=CC=C(C=C1)CCC(=O)NC1=CC=C(C=C1)CN1CCCCC1 (3-(4′-chloro-biphenyl-4-yl)-N-(4-piperidin-1-ylmethyl-phenyl)-propionamide). As a reaction SMILES: [Cl:1][C:2]1[CH:7]=[CH:6][C:5]([C:8]2[CH:13]=[CH:12][C:11](/[CH:14]=[CH:15]/[C:16]([NH:18][C:19]3[CH:24]=[CH:23][C:22]([CH2:25][N:26]4[CH2:31][CH2:30][CH2:29][CH2:28][CH2:27]4)=[CH:21][CH:20]=3)=[O:17])=[CH:10][CH:9]=2)=[CH:4][CH:3]=1>[Ni].CCOC(C)=O>[Cl:1][C:2]1[CH:3]=[CH:4][C:5]([C:8]2[CH:9]=[CH:10][C:11]([CH2:14][CH2:15][C:16]([NH:18][C:19]3[CH:24]=[CH:23][C:22]([CH2:25][N:26]4[CH2:31][CH2:30][CH2:29][CH2:28][CH2:27]4)=[CH:21][CH:20]=3)=[O:17])=[CH:12][CH:13]=2)=[CH:6][CH:7]=1. Procedure details: A suspension of 0.200 g (0.464 mmol) (E)-3-(4′-chloro-biphenyl-4-yl)-N-(4-piperidin-1-ylmethyl-phenyl)-acrylamide (Example 172) and 100 mg Raney nickel in 50 mL EtOAc was hydrogenated at RT and 50 psi. The catalyst was filtered off, the filtrate was evaporated down i. vac. and the residue was triturated with ether. The precipitate was filtered off, washed with ether and dried at 50° C. i. vac.